From a dataset of the Open Reaction Database (ORD), a public repository of structured organic reaction records. describe an organic reaction: reactants, conditions, products, and yield Starting materials: C(C1=CC=CC=C1)OCC1=CC=CC=C1 (benzyl ether), C1(=CC=CC=C1)O (Phenol), C(=O)([O-])[O-].[Cs+].[Cs+] (Cs2CO3), C(C1=CC=CC=C1)NN (benzylhydrazine), [O-]S(=O)(=O)C(F)(F)F (triflate), OCP(OCC)(OCC)=O (diethyl hydroxymethylphosphonate), N1=C(C=CC=C1C)C (2,6-lutidine), FC(S(=O)(=O)OS(=O)(=O)C(F)(F)F)(F)F (trifluoromethanesulfonic anhydride). The solvent is C1CCOC1 (THF), C1CCOC1 (THF), C1CCOC1 (THF). Run at time 2 hour. Yields the product C(C1=CC=CC=C1)NN (benzylhydrazine), C(C)OP(OCC)=O (diethylphosphonate). As a reaction SMILES: OC[P:3](=[O:10])([O:7][CH2:8][CH3:9])[O:4][CH2:5][CH3:6].N1[C:16]([CH3:17])=[CH:15][CH:14]=CC=1C.FC(F)(F)S(OS(C(F)(F)F)(=O)=O)(=O)=O.C(OCC1C=CC=CC=1)C1C=CC=CC=1.C1(O)C=CC=CC=1.C([O-])([O-])=O.[Cs+].[Cs+].[CH2:62]([NH:69][NH2:70])C1C=CC=CC=1.[O-]S(C(F)(F)F)(=O)=O>C1COCC1>[CH2:62]([NH:69][NH2:70])[C:9]1[CH:8]=[CH:14][CH:15]=[CH:16][CH:17]=1.[CH2:5]([O:4][PH:3](=[O:10])[O:7][CH2:8][CH3:9])[CH3:6] |f:5.6.7|. Reported procedure: Triflate 12 was prepared from diethyl hydroxymethylphosphonate (2 g, 11.9 mmol), 2,6-lutidine (2.1 mL, 17.9 mmol), and trifluoromethanesulfonic anhydride (2.5 mL; 14.9 mmol) as described for compound 9. To a solution of phenol 8 (60 mg, 0.10 mmol) in THF (2 mL) was added Cs2CO3 (65 mg, 0.20 mmol) and triflate 12 (45 mg, 0.15 mmol) in THF (0.25 mL). The mixture was stirred at room temperature for 2 h and additional triflate (0.15 mmol) in THF (0.25 mL) was added. After 2 h the reaction mixture wa... Reactants: OC=1C=C2C(=CNC(C2=CC1OC)CC1=CC(=CC=C1)OCC)C=O (6-hydroxy-7-methoxy-1-(3-ethoxy-benzyl)-1,2-dihydro-isoquinoline-4-carbaldehyde). The reagents and catalysts are [O-2].[Mn+4].[O-2] (manganese (IV) oxide). The solvent is C(Cl)(Cl)Cl (chloroform). Reaction conditions: time 15 hour. The product is OC=1C=C2C(=CN=C(C2=CC1OC)CC1=CC(=CC=C1)OCC)C=O (6-hydroxy-7-methoxy-1-(3-ethoxy-benzyl)-isoquinoline-4-carbaldehyde). The yield is 91.2%. As a reaction SMILES: [OH:1][C:2]1[CH:3]=[C:4]2[C:9](=[CH:10][C:11]=1[O:12][CH3:13])[CH:8]([CH2:14][C:15]1[CH:20]=[CH:19][CH:18]=[C:17]([O:21][CH2:22][CH3:23])[CH:16]=1)[NH:7][CH:6]=[C:5]2[CH:24]=[O:25]>C(Cl)(Cl)Cl.[O-2].[Mn+4].[O-2]>[OH:1][C:2]1[CH:3]=[C:4]2[C:9](=[CH:10][C:11]=1[O:12][CH3:13])[C:8]([CH2:14][C:15]1[CH:20]=[CH:19][CH:18]=[C:17]([O:21][CH2:22][CH3:23])[CH:16]=1)=[N:7][CH:6]=[C:5]2[CH:24]=[O:25] |f:2.3.4|. Reported procedure: To a stirred solution of 6-hydroxy-7-methoxy-1-(3-ethoxy-benzyl)-1,2-dihydro-isoquinoline-4-carbaldehyde (660 mg, 1.95 mmol) in chloroform (30 μL) was addend manganese (IV) oxide (1.99 mg, 19.5 mmol). The reaction mixture was stirred at room temperature for 15 hrs, filtered through a celite® pad, and washed with chloroform. The filtrate was concentrated in vacuo to afford 6-hydroxy-7-methoxy-1-(3-ethoxy-benzyl)-isoquinoline-4-carbaldehyde (600 mg, 89% yield). The crude product was used without f... The reactants are CC(C)(C)OC(=O)O, COC(OC)C(CN)SCc1ccccc1, [Na+], C1CCOC1, [OH-]. The product is COC(OC)C(CNC(=O)OC(C)(C)C)SCc1ccccc1. RXN SMILES: [C:19]([O:20][C:21]([CH3:22])([CH3:23])[CH3:24])([OH:25])=[O:26].[CH2:1]([c:2]1[cH:3][cH:4][cH:5][cH:6][cH:7]1)[S:8][CH:9]([CH2:10][NH2:11])[CH:12]([O:13][CH3:14])[O:15][CH3:16].[Na+:18].[O:27]1[CH2:28][CH2:29][CH2:30][CH2:31]1.[OH-:17]>>[CH2:1]([c:2]1[cH:3][cH:4][cH:5][cH:6][cH:7]1)[S:8][CH:9]([CH2:10][NH:11][C:19]([O:20][C:21]([CH3:22])([CH3:23])[CH3:24])=[O:25])[CH:12]([O:13][CH3:14])[O:15][CH3:16]. Reactants: ClC=1C=CC(=C(C(=O)C2=CC=CC=C2)C1)N1C(=NN=C1C)CNC(CN1C(C=2C(C1=O)=CC=CC2)=O)=O (5-chloro-2-[3-(2-phthalimidoacetamidomethyl)-5-methyl-4H-1,2,4-triazol-4-yl]-benzophenone), O.NN (hydrazine hydrate), resultant mixture. The solvent is C(C)O (ethanol). Yields the product O.ClC=1C=CC(=C(C(=O)C2=CC=CC=C2)C1)N1C(=NN=C1C)CNC(CN)=O (5-chloro-2-(3-glycylaminomethyl-5-methyl-4H-1,2,4-triazol-4-yl)-benzophenone hydrate). The yield is 94.0%. Reaction SMILES: [Cl:1][C:2]1[CH:3]=[CH:4][C:5]([N:16]2[C:20]([CH3:21])=[N:19][N:18]=[C:17]2[CH2:22][NH:23][C:24](=[O:37])[CH2:25][N:26]2C(=O)C3=CC=CC=C3C2=O)=[C:6]([CH:15]=1)[C:7]([C:9]1[CH:14]=[CH:13][CH:12]=[CH:11][CH:10]=1)=[O:8].O.NN>C(O)C>[OH2:8].[Cl:1][C:2]1[CH:3]=[CH:4][C:5]([N:16]2[C:20]([CH3:21])=[N:19][N:18]=[C:17]2[CH2:22][NH:23][C:24](=[O:37])[CH2:25][NH2:26])=[C:6]([CH:15]=1)[C:7]([C:9]1[CH:10]=[CH:11][CH:12]=[CH:13][CH:14]=1)=[O:8] |f:1.2,4.5|. Reported procedure: To a solution of 5-chloro-2-[3-(2-phthalimidoacetamidomethyl)-5-methyl-4H-1,2,4-triazol-4-yl]-benzophenone (2.3 g) in ethanol (20 ml), hydrazine hydrate (0.92 g) is added, and the resultant mixture is refluxed for 1 hour. The precipitated phthalylhydrazide is filtered off, and the filtrate is evaporated under reduced pressure. The residue is dissolved in methylene chloride, washed with saturated aqueous sodium bicarbonate and water in order, dried over sodium sulfate, and evaporated under reduce...